Dataset: the Open Reaction Database (ORD), a public repository of structured organic reaction records. Task: describe an organic reaction: reactants, conditions, products, and yield Starting materials: CC(=O)SC1CN2CCC1CC2, CC(=O)O, CO, [Na+], [OH-]. The product is SC1CN2CCC1CC2. RXN SMILES: [C:3](=[O:4])([CH3:5])[S:6][CH:7]1[CH2:8][N:9]2[CH2:10][CH2:11][CH:12]1[CH2:13][CH2:14]2.[CH3:15][C:16](=[O:17])[OH:18].[CH3:19][OH:20].[Na+:2].[OH-:1]>>[SH:6][CH:7]1[CH2:8][N:9]2[CH2:10][CH2:11][CH:12]1[CH2:13][CH2:14]2. The reactants are C1CCOC1, C#CCNC(=O)Oc1ccc([N+](=O)[O-])cc1, CNC, ClCCl. Yields the product C#CCNC(=O)N(C)C. As a reaction SMILES: [CH2:20]1[O:21][CH2:22][CH2:23][CH2:24]1.[CH2:4]([C:5]#[CH:6])[NH:7][C:8]([O:9][c:10]1[cH:11][cH:12][c:13]([N+:14]([O-:15])=[O:16])[cH:17][cH:18]1)=[O:19].[CH3:1][NH:2][CH3:3].[Cl:25][CH2:26][Cl:27]>>[CH3:1][N:2]([CH3:3])[C:8]([NH:7][CH2:4][C:5]#[CH:6])=[O:19]. Starting materials: C1(CCCCC1)N=C=NC1CCCCC1 (N,N'-dicyclohexylcarbodiimide), C[C@H](CCCCCC)OC(=O)C1CC2=CC=C(C=C2CC1)O (1,2,3,4-tetrahydro-6-hydroxynaphthalene-2-carboxylic acid (R)-1-methylheptyl ester), 4-N,N-dimethylaminopyridine, FC([C@@H](CCCCCC)O)(F)F ((R)-1-trifluoromethylheptanol), C(CCCCCCC)C1=CC=C(C=C1)C1=CC=C(C=C1)C(=O)O (4'-octylbiphenyl-4-carboxylic acid). Run in C(Cl)Cl (methylene chloride), C(Cl)Cl (methylene chloride). Conditions: time 3 hour. Yields the product C[C@H](CCCCCC)OC(=O)C1CC2=CC=C(C=C2CC1)OC(=O)C=1C(=CC=CC1)C1=CC=C(C=C1)CCCCCCCC (6-(4'-octylbiphenylcarbonyloxy)-1,2,3,4-tetrahydro-2-naphthalenecarboxylic acid (R)-1-methylheptyl ester). As a reaction SMILES: [CH3:1][C@@H:2]([O:9][C:10]([CH:12]1[CH2:21][CH2:20][C:19]2[C:14](=[CH:15][CH:16]=[C:17]([OH:22])[CH:18]=2)[CH2:13]1)=[O:11])[CH2:3][CH2:4][CH2:5][CH2:6][CH2:7][CH3:8].FC(F)(F)[C@H:25]([OH:32])[CH2:26][CH2:27][CH2:28][CH2:29][CH2:30][CH3:31].[CH2:35]([C:43]1[CH:48]=[CH:47][C:46](C2C=CC(C(O)=O)=CC=2)=[CH:45][CH:44]=1)[CH2:36][CH2:37][CH2:38][CH2:39][CH2:40][CH2:41][CH3:42].C1(N=C=NC2CCCCC2)CCCCC1>C(Cl)Cl>[CH3:1][C@@H:2]([O:9][C:10]([CH:12]1[CH2:21][CH2:20][C:19]2[C:14](=[CH:15][CH:16]=[C:17]([O:22][C:25]([C:26]3[C:27]([C:46]4[CH:45]=[CH:44][C:43]([CH2:35][CH2:36][CH2:37][CH2:38][CH2:39][CH2:40][CH2:41][CH3:42])=[CH:48][CH:47]=4)=[CH:28][CH:29]=[CH:30][CH:31]=3)=[O:32])[CH:18]=2)[CH2:13]1)=[O:11])[CH2:3][CH2:4][CH2:5][CH2:6][CH2:7][CH3:8]. Procedure: To a mixture of 0.31 g (1 mmol) of 1,2,3,4-tetrahydro-6-hydroxynaphthalene-2-carboxylic acid (R)-1-methylheptyl ester obtained as in the fourth stage of Example 23 where R-1-methyl heputanol was used in stead of (R)-1-trifluoromethylheptanol, 0.31 g (1 mmol) of 4'-octylbiphenyl-4-carboxylic acid (FK-1124-8 from Teikoku Kagaku Sangyo K.K.), 0.02 g (0.16 mmol) of 4-N,N-dimethylaminopyridine and 15 ml of methylene chloride was added dropwise 3 ml of a methylene chloride solution containing 0.27 g (...